This data is from the Open Reaction Database (ORD), a public repository of structured organic reaction records. The task is: describe an organic reaction: reactants, conditions, products, and yield Reaction SMILES: [C:34]([O-:35])(=[O:36])[CH3:37].[C:38]([O-:39])(=[O:40])[CH3:41].[C:42]([O-:43])(=[O:44])[CH3:45].[C:46]([O-:47])(=[O:48])[CH3:49].[CH2:1]([CH3:2])[n:3]1[c:4]2[cH:5][cH:6][cH:7][cH:8][c:9]2[c:10]2[cH:11][c:12]([CH:16]=[C:17]([c:18]3[cH:19][cH:20][c:21]([C:24]([F:25])([F:26])[F:27])[cH:22][cH:23]3)[C:28]#[N:29])[cH:13][cH:14][c:15]12.[CH3:51][N:52]([CH3:53])[CH:54]=[O:55].[Na:30][C:31]#[N:32].[OH2:33].[Pb+4:50]>>[CH2:1]([CH3:2])[n:3]1[c:4]2[cH:5][cH:6][cH:7][cH:8][c:9]2[c:10]2[cH:11][c:12]([C:16](=[C:17]([c:18]3[cH:19][cH:20][c:21]([C:24]([F:25])([F:26])[F:27])[cH:22][cH:23]3)[C:28]#[N:29])[C:31]#[N:32])[cH:13][cH:14][c:15]12. The reactants are CC(=O)[O-], CC(=O)[O-], CC(=O)[O-], CC(=O)[O-], CCn1c2ccccc2c2cc(C=C(C#N)c3ccc(C(F)(F)F)cc3)ccc21, CN(C)C=O, N#C[Na], O, [Pb+4]. The product is CCn1c2ccccc2c2cc(C(C#N)=C(C#N)c3ccc(C(F)(F)F)cc3)ccc21. Reactants: BrCC(=O)C1=CC=C(C#N)C=C1 (4-(2-bromoacetyl)benzonitrile), O (water). The solvent is C(C)#N (acetonitrile). Product: OCC(=O)C1=CC=C(C#N)C=C1 (4-(2-Hydroxyacetyl)benzonitrile). RXN SMILES: Br[CH2:2][C:3]([C:5]1[CH:12]=[CH:11][C:8]([C:9]#[N:10])=[CH:7][CH:6]=1)=[O:4].[OH2:13]>C(#N)C>[OH:13][CH2:2][C:3]([C:5]1[CH:12]=[CH:11][C:8]([C:9]#[N:10])=[CH:7][CH:6]=1)=[O:4]. Reported procedure: A solution of 1 g of 4-(2-bromoacetyl)benzonitrile in acetonitrile (5 mL) and water (10 mL) is treated under microwave irradiation (125° C., 50 min). The same experiment is conducted five times. All the vials are collected, extracted with ethyl ether, dried over magnesium sulfate and concentrated under vacuum to give the desired compound. Reactants: COC=1C=C2C(=NC=NC2=CC1OC)N1CCNCC1 (6,7-dimethoxy-4-piperazinylquinazoline), C1(=CC=CC=C1)N=C=O (phenyl isocyanate). The solvent is C(C)O (ethanol). The product is COC=1C=C2C(=NC=NC2=CC1OC)N1CCN(CC1)C(=O)NC1=CC=CC=C1 (4-(6,7-Dimethoxy-4-quinazolinyl)-N-phenyl-1-piperazinecarboxamide). The yield is 44.3%. Reaction SMILES: [CH3:1][O:2][C:3]1[CH:4]=[C:5]2[C:10](=[CH:11][C:12]=1[O:13][CH3:14])[N:9]=[CH:8][N:7]=[C:6]2[N:15]1[CH2:20][CH2:19][NH:18][CH2:17][CH2:16]1.[C:21]1([N:27]=[C:28]=[O:29])[CH:26]=[CH:25][CH:24]=[CH:23][CH:22]=1>C(O)C>[CH3:1][O:2][C:3]1[CH:4]=[C:5]2[C:10](=[CH:11][C:12]=1[O:13][CH3:14])[N:9]=[CH:8][N:7]=[C:6]2[N:15]1[CH2:16][CH2:17][N:18]([C:28]([NH:27][C:21]2[CH:26]=[CH:25][CH:24]=[CH:23][CH:22]=2)=[O:29])[CH2:19][CH2:20]1. Procedure details: In 5 ml of ethanol was dissolved 278 mg (1.0 mmol) of 6,7-dimethoxy-4-piperazinylquinazoline obtained by the method described in South African Patent No. 67 06512 (1968), and 0.109 ml (1.0 mmol) of phenyl isocyanate was added thereto. The mixture was heated under reflux for 10 minutes and then allowed to cool to room temperature. The precipitated crystals were collected by filtration and recrystallized from ethanol to give 174.3 mg of the desired compound as colorless crystals. yield: 44% Reactants: ClC1=CC=C(C=C1)C(O)(C=1N=CSC1)C=1C=C2C(=CC=NC2=CC1)Cl ((4-chlorophenyl)(4-chloroquinolin-6-yl)(thiazol-4-yl)methanol), C(=C\C1=CC=CC=C1)/B(O)O ((E)-styrylboronic acid), COC=1C=CC=C(C1C=2C=CC=CC2P(C3CCCCC3)C4CCCCC4)OC (SPhos), [O-]P(=O)([O-])[O-].[K+].[K+].[K+].O (K3PO4.H2O). Reagents/catalysts: CC(=O)[O-].CC(=O)[O-].[Pd+2] (Pd(OAc)2). The solvent is C1CCOC1 (THF), CCOC(=O)C (EtOAc), O (water). Reaction conditions: temperature 30 celsius, time 8 hour. The product is ClC1=CC=C(C=C1)C(O)(C=1N=CSC1)C=1C=C2C(=CC=NC2=CC1)\C=C/C1=CC=CC=C1 ((Z)-(4-chlorophenyl)(4-styrylquinolin-6-yl)(thiazol-4-yl)methanol). RXN SMILES: [Cl:1][C:2]1[CH:7]=[CH:6][C:5]([C:8]([C:15]2[CH:16]=[C:17]3[C:22](=[CH:23][CH:24]=2)[N:21]=[CH:20][CH:19]=[C:18]3Cl)([C:10]2[N:11]=[CH:12][S:13][CH:14]=2)[OH:9])=[CH:4][CH:3]=1.[CH:26](/B(O)O)=[CH:27]\[C:28]1[CH:33]=[CH:32][CH:31]=[CH:30][CH:29]=1.COC1C=CC=C(OC)C=1C1C=CC=CC=1P(C1CCCCC1)C1CCCCC1.[O-]P([O-])([O-])=O.[K+].[K+].[K+].O>C1COCC1.CCOC(C)=O.O.CC([O-])=O.CC([O-])=O.[Pd+2]>[Cl:1][C:2]1[CH:7]=[CH:6][C:5]([C:8]([C:15]2[CH:16]=[C:17]3[C:22](=[CH:23][CH:24]=2)[N:21]=[CH:20][CH:19]=[C:18]3/[CH:26]=[CH:27]\[C:28]2[CH:33]=[CH:32][CH:31]=[CH:30][CH:29]=2)([C:10]2[N:11]=[CH:12][S:13][CH:14]=2)[OH:9])=[CH:4][CH:3]=1 |f:3.4.5.6.7,11.12.13|. Procedure: A mixture of (4-chlorophenyl)(4-chloroquinolin-6-yl)(thiazol-4-yl)methanol (65 mg, 0.168 mmol), (E)-styrylboronic acid (39.74 mg, 0.269 mmol), Pd(OAc)2 (3.77 mg, 0.0168 mmol), SPhos (13.8 mg, 0.0336 mmol), and K3PO4.H2O (71.25 mg, 0.336 mmol) in anhydrous THF (1.5 mL) was stirred at 30° C. overnight. The reaction was diluted with EtOAc and water. The organics were concentrated and purified by REDSEP GOLD silica column (40% EtOAc/heptanes) to yield (Z)-(4-chlorophenyl)(4-styrylquinolin-6-yl)(thia... Reactants: C(C)ON=C(C(=O)[O-])C1=NSC(=N1)NP(=O)(N)N.[Na+] (sodium 2-ethoxyimino-2-(5-diaminophosphorylamino-1,2,4-thiadiazol-3-yl)acetate), C([O-])(O)=O.[Na+] (sodium bicarbonate), O.O.Cl.Cl.NC1[C@@H]2N(C(=C(CS2)C[N+]2=CC=CC=C2)C(=O)[O-])C1=O (7-amino-3-(1-pyridiniomethyl)-3-cephem-4-carboxylate dihydrochloride dihydrate), monotrimethylsilylacetamide, CS(=O)(=O)Cl (methane-sulfonyl chloride), C(C)(C)OC(C)C (diisopropyl ether). The solvent is CN(C(C)=O)C (N,N-dimethylacetamide), C(Cl)Cl (methylene chloride). Reaction conditions: temperature -20 celsius, time 45 minute. The product is C(C)ON=C(C(=O)NC1[C@@H]2N(C(=C(CS2)C[N+]2=CC=CC=C2)C(=O)[O-])C1=O)C1=NSC(=N1)NP(=O)(N)N (7-[2-ethoxyimino-2-(5-diaminophosphorylamino-1,2,4-thiadiazol-3-yl)acetamido]-3-(1-pyridiniomethyl)-3-cephem-4-carboxylate). Isolated yield 32.8%. As a reaction SMILES: [CH2:1]([O:3][N:4]=[C:5]([C:9]1[N:13]=[C:12]([NH:14][P:15]([NH2:18])([NH2:17])=[O:16])[S:11][N:10]=1)[C:6]([O-:8])=O)[CH3:2].[Na+].C(=O)(O)[O-].[Na+].CS(Cl)(=O)=O.O.O.Cl.Cl.[NH2:34][CH:35]1[C:52](=[O:53])[N:37]2[C:38]([C:49]([O-:51])=[O:50])=[C:39]([CH2:42][N+:43]3[CH:48]=[CH:47][CH:46]=[CH:45][CH:44]=3)[CH2:40][S:41][C@H:36]12.C(OC(C)C)(C)C>CN(C)C(=O)C.C(Cl)Cl>[CH2:1]([O:3][N:4]=[C:5]([C:9]1[N:13]=[C:12]([NH:14][P:15]([NH2:18])([NH2:17])=[O:16])[S:11][N:10]=1)[C:6]([NH:34][CH:35]1[C:52](=[O:53])[N:37]2[C:38]([C:49]([O-:51])=[O:50])=[C:39]([CH2:42][N+:43]3[CH:44]=[CH:45][CH:46]=[CH:47][CH:48]=3)[CH2:40][S:41][C@H:36]12)=[O:8])[CH3:2] |f:0.1,2.3,5.6.7.8.9|. Procedure details: To a mixture of sodium 2-ethoxyimino-2-(5-diaminophosphorylamino-1,2,4-thiadiazol-3-yl)acetate (syn isomer) (2.10 g) and sodium bicarbonate (1.12 g) in N,N-dimethylacetamide (21 ml) was added methane-sulfonyl chloride (1.03 ml) under cooling in an ice-bath and stirring, which was continued for one hour and 45 minutes and cooled to -20° C. To the cold reaction mixture was added a solution of 7-amino-3-(1-pyridiniomethyl)-3-cephem-4-carboxylate dihydrochloride dihydrate (2.39 g) and monotrimethyls... Starting materials: N[C@@H](CC1=CC=CC=C1)C(=O)O (phenylalanine). The solvent is S(O)(O)(=O)=O (sulfuric acid), O (water), C(CCCCCCC)O (octanol), C1(=CC=CC=C1)C (toluene), O (water). The product is C(CCCCCCC)(=O)O.N[C@@H](CC1=CC=CC=C1)C(=O)O (phenylalanine octanoate). RXN SMILES: [NH2:1][C@H:2]([C:10]([OH:12])=[O:11])[CH2:3][C:4]1[CH:9]=[CH:8][CH:7]=[CH:6][CH:5]=1>S(=O)(=O)(O)O.O.C(O)CCCCCCC.C1(C)C=CC=CC=1>[C:10]([OH:12])(=[O:11])[CH2:2][CH2:3][CH2:4][CH2:5][CH2:6][CH2:7][CH3:8].[NH2:1][C@H:2]([C:10]([OH:12])=[O:11])[CH2:3][C:4]1[CH:9]=[CH:8][CH:7]=[CH:6][CH:5]=1 |f:5.6|. Procedure details: 16.52 g of phenylalanine was dissolved in a solution of 10 g of concentrated sulfuric acid, 20 mL water, 20 mL of octanol, and 120 mL of toluene in a 500 mL round bottom flask equipped with a condenser and a Dean-Stark apparatus. The resulting solution was heated at reflux temperature until no more water could be distilled. The resulting solution was then cooled to room temperature and washed with saturated aqueous sodium bicarbonate to neutralize acidic impurities, washed with saturated brine, ... The reactants are C(CCC)[Li] (n-butyllithium), C(=O)=O (dry ice), C(C1=CC=CC=C1)OCC(CC=O)C (rac. 4-benzyloxy-3-methylbutanal), CC#C (methylacetylene), C(=O)=O (dry ice), [Cl-].[NH4+] (ammonium chloride). The solvent is O1CCCC1 (tetrahydrofuran), CCOCC (ether), O1CCCC1 (tetrahydrofuran), CCCCCC (hexane). Reaction conditions: temperature -50 celsius, time 1 hour. Yields the product C(C1=CC=CC=C1)OCC(CC(C#CC)O)C (rac. 1-benzyloxy-2-methylhept-5-yn-4-ol). RXN SMILES: [CH2:1]([Li])[CH2:2][CH2:3]C.CC#C.C(=O)=O.[CH2:12]([O:19][CH2:20][CH:21]([CH3:25])[CH2:22][CH:23]=[O:24])[C:13]1[CH:18]=[CH:17][CH:16]=[CH:15][CH:14]=1.[Cl-].[NH4+]>CCCCCC.CCOCC.O1CCCC1>[CH2:12]([O:19][CH2:20][CH:21]([CH3:25])[CH2:22][CH:23]([OH:24])[C:1]#[C:2][CH3:3])[C:13]1[CH:18]=[CH:17][CH:16]=[CH:15][CH:14]=1 |f:4.5|. Procedure: A mixture of 72.8 ml. (0.146 mole) of 2 M n-butyllithium solution in hexane and 420 ml. of anhydrous tetrahydrofuran was stirred and cooled to -50° C. while 112 ml. of liquified methylacetylene was added dropwise from a dry ice cooled addition funnel. After the addition was complete, the reaction mixture was allowed to warm to reflux temperature (8° C.) (dry ice condenser) and stirred at this temperature for 1 hour. The white slurry was then cooled to 0° C. and stirred while a solution of 14 g. ...